Task: describe an organic reaction: reactants, conditions, products, and yield. Dataset: the Open Reaction Database (ORD), a public repository of structured organic reaction records Reactants: COC(N(C)C)OC (N,N-dimethylformamide dimethylacetal), N1CCCC1 (pyrrolidine), CC=1C=C(C=CC1[N+](=O)[O-])C(=O)N1CCN(CC1)C ((3-Methyl-4-nitrophenyl)-(4-methylpiperazin-1-yl)methanone), ice water, two, [OH-].[Na+] (NaOH). The solvent is CN(C=O)C (N,N-dimethylformamide). Product: CN1CCN(CC1)C(=O)C1=CC(=C(C=C1)[N+](=O)[O-])C=CN1CCCC1 ((4-Methylpiperazin-1-yl)-[4-nitro-3-[2-(pyrrolidin-1-yl)-vinyl]phenyl]methanone). As a reaction SMILES: [CH3:1][C:2]1[CH:3]=[C:4]([C:11]([N:13]2[CH2:18][CH2:17][N:16]([CH3:19])[CH2:15][CH2:14]2)=[O:12])[CH:5]=[CH:6][C:7]=1[N+:8]([O-:10])=[O:9].CO[CH:22](OC)[N:23]([CH3:25])[CH3:24].N1CC[CH2:30][CH2:29]1.[OH-].[Na+]>CN(C)C=O>[CH3:19][N:16]1[CH2:15][CH2:14][N:13]([C:11]([C:4]2[CH:5]=[CH:6][C:7]([N+:8]([O-:10])=[O:9])=[C:2]([CH:1]=[CH:25][N:23]3[CH2:22][CH2:30][CH2:29][CH2:24]3)[CH:3]=2)=[O:12])[CH2:18][CH2:17]1 |f:3.4|. Procedure: (3-Methyl-4-nitrophenyl)-(4-methylpiperazin-1-yl)methanone (3.8022 mmol, 1.0 grams) (obtained from, step (i)) was taken in a 25 mL two necked round bottomed flask attached with a condenser, under nitrogen atmosphere. To this, was added 3 mL of N,N-dimethylformamide, N,N-dimethylformamide dimethylacetal (5.7033 mmol) and pyrrolidine (5.7033 mmol) and refluxed for a period of 6 hours. After the completion of reaction, the reaction mixture was poured on to 20 grams of ice water, basified with 20% N... Starting materials: Cl.CC1(N=CC2=C3C(C(CC2C1=O)=O)=NC(=N3)C3=C(C=C(C=C3)SC)OC)C (7,7-dimethyl-2-(2-methoxy-4-methylmercapto-phenyl)-5H,7H-imidazo[4,5-h]isoquinoline-4,6-dione hydrochloride), Br.C(C)N(CCBr)CC (2-diethylamino-ethyl bromide hydrobromide). Product: Cl.Cl.CC1(N=CC2=C3C(C(C(C2C1=O)CCN(CC)CC)=O)=NC(=N3)C3=C(C=C(C=C3)SC)OC)C (7,7-Dimethyl-2-(2-methoxy-4-methylmercapto-phenyl)-5-(2-diethylamino-ethyl)-5H,7H-imidazo[4,5-h]isoquinoline-4,6-dione dihydrochoride). Reaction SMILES: [ClH:1].[CH3:2][C:3]1([CH3:28])[C:12](=[O:13])[CH:11]2[C:6](=[C:7]3[N:17]=[C:16]([C:18]4[CH:23]=[CH:22][C:21]([S:24][CH3:25])=[CH:20][C:19]=4[O:26][CH3:27])[N:15]=[C:8]3[C:9](=[O:14])[CH2:10]2)[CH:5]=[N:4]1.Br.[CH2:30]([N:32]([CH2:36][CH3:37])[CH2:33][CH2:34]Br)[CH3:31]>>[ClH:1].[ClH:1].[CH3:2][C:3]1([CH3:28])[C:12](=[O:13])[CH:11]2[C:6](=[C:7]3[N:17]=[C:16]([C:18]4[CH:23]=[CH:22][C:21]([S:24][CH3:25])=[CH:20][C:19]=4[O:26][CH3:27])[N:15]=[C:8]3[C:9](=[O:14])[CH:10]2[CH2:31][CH2:30][N:32]([CH2:36][CH3:37])[CH2:33][CH3:34])[CH:5]=[N:4]1 |f:0.1,2.3,4.5.6|. Reported procedure: Prepared analogously to Example 23 from 2.9 gm of 7,7-dimethyl-2-(2-methoxy-4-methylmercapto-phenyl)-5H,7H-imidazo[4,5-h]isoquinoline-4,6-dione hydrochloride and 2 gm of 2-diethylamino-ethyl bromide hydrobromide. Starting materials: O=C([O-])[O-], CN(C)C=O, Cc1nc2c(C)cccn2c1C(=O)NNC(=O)CCl, [K+], [K+]. The product is Cc1nc2c(C)cccn2c1C1=NNC(=O)CO1. As a reaction SMILES: [C:20](=[O:21])([O-:22])[O-:23].[CH3:26][N:27]([CH3:28])[CH:29]=[O:30].[Cl:1][CH2:2][C:3](=[O:4])[NH:5][NH:6][C:7](=[O:8])[c:9]1[c:10]([CH3:19])[n:11][c:12]2[n:13]1[cH:14][cH:15][cH:16][c:17]2[CH3:18].[K+:24].[K+:25]>>[CH2:2]1[C:3](=[O:4])[NH:5][N:6]=[C:7]([c:9]2[c:10]([CH3:19])[n:11][c:12]3[n:13]2[cH:14][cH:15][cH:16][c:17]3[CH3:18])[O:8]1. The reactants are NC1=CC=C2C(=N1)C(=CN2)C=2CCN(CC2)CC (5-amino-3-(1-ethyl-1,2,3,6-tetrahydropyridin-4-yl)pyrrolo[3,2-b]pyridine), ClC(=O)OCC (ethyl chloroformate). Yields the product C(C)OC(=O)NC1=CC=C2C(=N1)C(=CN2)C=2CCN(CC2)CC (5-(N-[ethoxycarbonyl]amino)-3-(1-ethyl-1,2,3,6-tetrahydropyridin-4-yl)pyrrolo[3,2-b]pyridine). RXN SMILES: [NH2:1][C:2]1[N:7]=[C:6]2[C:8]([C:11]3[CH2:12][CH2:13][N:14]([CH2:17][CH3:18])[CH2:15][CH:16]=3)=[CH:9][NH:10][C:5]2=[CH:4][CH:3]=1.Cl[C:20]([O:22][CH2:23][CH3:24])=[O:21]>>[CH2:23]([O:22][C:20]([NH:1][C:2]1[N:7]=[C:6]2[C:8]([C:11]3[CH2:12][CH2:13][N:14]([CH2:17][CH3:18])[CH2:15][CH:16]=3)=[CH:9][NH:10][C:5]2=[CH:4][CH:3]=1)=[O:21])[CH3:24]. Procedure details: Beginning with 0.015 gm (0.062 mMol) 5-amino-3-(1-ethyl-1,2,3,6-tetrahydropyridin-4-yl)pyrrolo[3,2-b]pyridine and 0.006 mL (0.068 mMol) ethyl chloroformate, the title compound was prepared essentially by the procedure described in Example 7. Reaction SMILES: I[CH3:2].[Mg].[Cl:4][CH2:5][CH2:6][CH2:7][C:8](=[O:14])[CH2:9][CH2:10][CH2:11][CH2:12][CH3:13]>CCOCC>[Cl:4][CH2:5][CH2:6][CH2:7][C:8]([OH:14])([CH3:2])[CH2:9][CH2:10][CH2:11][CH2:12][CH3:13]. Procedure: The Grignard reagent prepared from iodomethane (14.2 g., 0.1 mole) and magnesium (2.4 g., 0.1 mole) in ether solution is added, dropwise to an ether solution of 1-chloro-4-nonanone (Example A, Step 1) (17.6 g., 0.1 mole). The reaction is refluxed gently for three hours then cooled and poured carefully into ice water (300 ml.). The ether layer is separated, washed with brine, and dried over sodium sulfate. Removal of the ether in vacuo gives 1-chloro-4-hydroxy-4-methylnonane as an oil. The tertia... Solvent: CCOCC (ether), CCOCC (ether). Product: ClCCCC(CCCCC)(C)O (1-chloro-4-hydroxy-4-methylnonane). Reactants: ClCCCC(CCCCC)=O (1-chloro-4-nonanone), ice water, Grignard reagent, IC (iodomethane), [Mg] (magnesium). Reactants: FC1=C(C=O)C=C(C=C1)C(F)(F)F (2-fluoro-5-(trifluoromethyl)benzaldehyde), NC1=CC2=C(N=CN2)C=C1 (5-aminobenzimidazole), [Si](C)(C)(C)C#N (TMSCN), TEA, PdC, N1(C=NC=C1)C(=O)N1C=NC=C1 (di(1H-imidazol-1-yl)methanone). The product is N1C=NC2=C1C=CC(=C2)N2C(NCC2C2=C(C=CC(=C2)C(F)(F)F)F)=O (1-(1H-benzo[d]imidazol-5-yl)-5-(2-fluoro-5-(trifluoromethyl)phenyl)imidazolidin-2-one). RXN SMILES: [F:1][C:2]1[CH:9]=[CH:8][C:7]([C:10]([F:13])([F:12])[F:11])=[CH:6][C:3]=1[CH:4]=O.[NH2:14][C:15]1[CH:23]=[CH:22][C:18]2[N:19]=[CH:20][NH:21][C:17]=2[CH:16]=1.[Si](C#N)(C)(C)C.[N:30]1([C:35](N2C=CN=C2)=[O:36])C=CN=[CH:31]1>>[NH:19]1[C:18]2[CH:22]=[CH:23][C:15]([N:14]3[CH:4]([C:3]4[CH:6]=[C:7]([C:10]([F:13])([F:12])[F:11])[CH:8]=[CH:9][C:2]=4[F:1])[CH2:31][NH:30][C:35]3=[O:36])=[CH:16][C:17]=2[N:21]=[CH:20]1. Reported procedure: The compound was synthesized from 2-fluoro-5-(trifluoromethyl)benzaldehyde (0.565 mL, 4 mmol), 5-aminobenzimidazole (0.585 g, 4.4 mmol), TMSCN (0.5 g, 4 mmol), TEA (0.669 mL, 4.8 mmol), PdC (10%, 0.02 g), di(1H-imidazol-1-yl)methanone (0.778 g, 4.8 mmol) as described in method 2.